From a dataset of the Open Reaction Database (ORD), a public repository of structured organic reaction records. describe an organic reaction: reactants, conditions, products, and yield The solvent is O1CCCC1.C(C)OCC (THF ethyl ether), C(C)OCC (ethyl ether), C(C)(=O)OCC.CCCCCC (ethyl acetate hexane). Conditions: temperature -20 celsius. Yields the product C1(CCCCC1)N(C(C1=CC=C(C=C1)C(O)C1=CC(=C(C=C1)OC)OC)=O)C(C)C (N-cyclohexyl-4-[(3,4-dimethoxyphenyl)hydroxymethyl]-N-(1-methylethyl)benzamide). Procedure: To a stirred solution of 4-bromoveratrole (0.77 ml, 6.0 mmol) in ethyl ether (30 mL) at 0° C. under an argon atmosphere was added n-butyl lithium (3.75 mL of 1.6 M solution in hexane). A white precipitate formed and tetrahydrofuran (THF) (10 mL) was added. The reaction mixture was cooled to -20° C. and a solution of terephthalaldehydic acid N-isopropyl-N-cyclohexyl amide (0.82 g, 3.0 mmol) in THF: ethyl ether (4:3, 35 mL) was added rapidly. Thin layer chromatography (TLC) (50% ethyl acetate/hexa... RXN SMILES: Br[C:2]1[CH:3]=[C:4]([O:10][CH3:11])[C:5]([O:8][CH3:9])=[CH:6][CH:7]=1.C([Li])CCC.O1CCCC1.[CH:22]([N:25]([CH:36]1[CH2:41][CH2:40][CH2:39][CH2:38][CH2:37]1)[C:26](=[O:35])[C:27]1[CH:34]=[CH:33][C:30]([CH:31]=[O:32])=[CH:29][CH:28]=1)([CH3:24])[CH3:23]>C(OCC)C.O1CCCC1.C(OCC)C.C(OCC)(=O)C.CCCCCC>[CH:36]1([N:25]([CH:22]([CH3:24])[CH3:23])[C:26](=[O:35])[C:27]2[CH:28]=[CH:29][C:30]([CH:31]([C:2]3[CH:7]=[CH:6][C:5]([O:8][CH3:9])=[C:4]([O:10][CH3:11])[CH:3]=3)[OH:32])=[CH:33][CH:34]=2)[CH2:37][CH2:38][CH2:39][CH2:40][CH2:41]1 |f:5.6,7.8|. Starting materials: C(C)(C)N(C(C1=CC=C(C=O)C=C1)=O)C1CCCCC1 (terephthalaldehydic acid N-isopropyl-N-cyclohexyl amide), BrC=1C=C(C(=CC1)OC)OC (4-bromoveratrole), C(CCC)[Li] (n-butyl lithium), O1CCCC1 (tetrahydrofuran). Starting materials: O=C([O-])[O-], Cc1ccccc1CBr, CN(C)C=O, [Cs+], [Cs+], O, O=Cc1ccc(O)cc1. Product: Cc1ccccc1COc1ccc(C=O)cc1. Reaction SMILES: [C:19](=[O:20])([O-:21])[O-:22].[CH3:10][c:11]1[c:12]([CH2:13][Br:14])[cH:15][cH:16][cH:17][cH:18]1.[CH3:26][N:27]([CH3:28])[CH:29]=[O:30].[Cs+:23].[Cs+:24].[OH2:25].[OH:1][c:2]1[cH:3][cH:4][c:5]([CH:6]=[O:7])[cH:8][cH:9]1>>[O:1]([c:2]1[cH:3][cH:4][c:5]([CH:6]=[O:7])[cH:8][cH:9]1)[CH2:13][c:12]1[c:11]([CH3:10])[cH:18][cH:17][cH:16][cH:15]1. Reactants: CCOC(C)=O, CCCCCC, CCCC=Cc1c(C(C)C)nc(C(C)C)c(CO)c1-c1ccc(Cl)cc1. The product is CCCCCc1c(C(C)C)nc(C(C)C)c(CO)c1-c1ccc(Cl)cc1. RXN SMILES: [C:33]([O:34][CH2:35][CH3:36])(=[O:37])[CH3:38].[CH3:27][CH2:28][CH2:29][CH2:30][CH2:31][CH3:32].[CH:1]([CH3:2])([CH3:3])[c:4]1[n:5][c:6]([CH:24]([CH3:25])[CH3:26])[c:7]([CH:19]=[CH:20][CH2:21][CH2:22][CH3:23])[c:8](-[c:12]2[cH:13][cH:14][c:15]([Cl:18])[cH:16][cH:17]2)[c:9]1[CH2:10][OH:11]>>[CH:1]([CH3:2])([CH3:3])[c:4]1[n:5][c:6]([CH:24]([CH3:25])[CH3:26])[c:7]([CH2:19][CH2:20][CH2:21][CH2:22][CH3:23])[c:8](-[c:12]2[cH:13][cH:14][c:15]([Cl:18])[cH:16][cH:17]2)[c:9]1[CH2:10][OH:11]. Reactants: C1CCOC1, CN1CCC(O)CC1, CC(C)(C)[O-], O=[N+]([O-])c1cc(C(F)(F)F)ccc1F, [K+]. Product: CN1CCC(Oc2ccc(C(F)(F)F)cc2[N+](=O)[O-])CC1. RXN SMILES: [CH2:29]1[O:30][CH2:31][CH2:32][CH2:33]1.[CH3:1][N:2]1[CH2:3][CH2:4][CH:5]([OH:8])[CH2:6][CH2:7]1.[CH3:9][C:10]([CH3:11])([O-:12])[CH3:13].[F:15][c:16]1[c:17]([N+:26](=[O:27])[O-:28])[cH:18][c:19]([C:22]([F:23])([F:24])[F:25])[cH:20][cH:21]1.[K+:14]>>[CH3:1][N:2]1[CH2:3][CH2:4][CH:5]([O:8][c:16]2[c:17]([N+:26](=[O:27])[O-:28])[cH:18][c:19]([C:22]([F:23])([F:24])[F:25])[cH:20][cH:21]2)[CH2:6][CH2:7]1. Starting materials: FC1=CC=C(C#N)C=C1 (4-fluorobenzonitrile), NCCO (2-aminoethanol), C([O-])([O-])=O.[K+].[K+] (potassium carbonate), CS(=O)C (dimethyl sulfoxide). The solvent is O (Water). Run at temperature 100 celsius, time 8 hour. The product is OCCNC1=CC=C(C#N)C=C1 (4-[(2-hydroxyethyl)amino]benzonitrile). The yield is 72.6%. Reaction SMILES: F[C:2]1[CH:9]=[CH:8][C:5]([C:6]#[N:7])=[CH:4][CH:3]=1.[NH2:10][CH2:11][CH2:12][OH:13].C(=O)([O-])[O-].[K+].[K+].CS(C)=O>O>[OH:13][CH2:12][CH2:11][NH:10][C:2]1[CH:9]=[CH:8][C:5]([C:6]#[N:7])=[CH:4][CH:3]=1 |f:2.3.4|. Procedure details: A mixture of 4-fluorobenzonitrile (6.06 g), 2-aminoethanol (3.71 g), potassium carbonate (8.29 g) and dimethyl sulfoxide (50 mL) was stirred at 100° C. overnight. Water (200 mL) was added to the reaction mixture and the mixture was extracted with ethyl acetate (200 mL×4). The ethyl acetate layer was washed with saturated brine (100 mL), dried over anhydrous magnesium sulfate and concentrated under reduced pressure. The residue was purified by silica gel column chromatography (eluted with ethyl a... Reactants: C(C)OC(=O)C(NC(C)C)=O (ethyl(isopropylcarbamoyl)formate), S(=O)(Cl)Cl (thionyl chloride), teflon, ClC1=C(C=C(C=C1)S(=O)(=O)NC=1C(=NC=C(C1)Cl)C(=O)NN)C(F)(F)F (4-chloro-N-(5-chloro-2-(hydrazinecarbonyl)pyridine-3-yl)-3-(trifluoromethyl)benzenesulfonamide). Solvent: C1(=CC=CC=C1)C (toluene). Conditions: temperature 80 celsius, time 16 hour. Yields the product ClC1=C(C=C(C=C1)S(=O)(=O)NC=1C(=NC=C(C1)Cl)C=1N(C(=NN1)C(=O)OCC)C(C)C)C(F)(F)F (Ethyl 5-(3-(4-chloro-3-(trifluoromethyl)benzenesulfonamido)-5-chloropyridin-2-yl)-4-isopropyl-4H-1,2,4-triazole-3-carboxylate). The yield is 3.2%. RXN SMILES: [CH2:1]([O:3][C:4]([C:6](=O)[NH:7][CH:8]([CH3:10])[CH3:9])=[O:5])[CH3:2].S(Cl)(Cl)=O.[Cl:16][C:17]1[CH:22]=[CH:21][C:20]([S:23]([NH:26][C:27]2[C:28]([C:34]([NH:36][NH2:37])=O)=[N:29][CH:30]=[C:31]([Cl:33])[CH:32]=2)(=[O:25])=[O:24])=[CH:19][C:18]=1[C:38]([F:41])([F:40])[F:39]>C1(C)C=CC=CC=1>[Cl:16][C:17]1[CH:22]=[CH:21][C:20]([S:23]([NH:26][C:27]2[C:28]([C:34]3[N:7]([CH:8]([CH3:10])[CH3:9])[C:6]([C:4]([O:3][CH2:1][CH3:2])=[O:5])=[N:37][N:36]=3)=[N:29][CH:30]=[C:31]([Cl:33])[CH:32]=2)(=[O:24])=[O:25])=[CH:19][C:18]=1[C:38]([F:39])([F:41])[F:40]. Reported procedure: To a vial containing ethyl(isopropylcarbamoyl)formate (160 mg, 1.0 mmol) was added thionyl chloride (1.0 mL, 13.8 mmol). The vial was capped with a teflon coated septa and heated to 80° C. for 5 h. After cooling to room temperature, the volatiles were removed in vacuo. A solution of 4-chloro-N-(5-chloro-2-(hydrazinecarbonyl)pyridine-3-yl)-3-(trifluoromethyl)benzenesulfonamide (342 mg, 0.80 mmol) in toluene (3 mL) was added. The mixture was stirred at 40° C. for 16 h. After cooling to room temper...